From a dataset of the Open Reaction Database (ORD), a public repository of structured organic reaction records. describe an organic reaction: reactants, conditions, products, and yield Reactants: CCCCOC(=O)c1ncc2cc(N)ccc2c1O, ClCCl, O=C=Nc1ccccc1. Product: CCCCOC(=O)c1ncc2cc(NC(=O)Nc3ccccc3)ccc2c1O. RXN SMILES: [CH2:1]([CH2:2][CH2:3][CH3:4])[O:5][C:6](=[O:7])[c:8]1[n:9][cH:10][c:11]2[cH:12][c:13]([NH2:19])[cH:14][cH:15][c:16]2[c:17]1[OH:18].[CH2:29]([Cl:30])[Cl:31].[O:20]=[C:21]=[N:22][c:23]1[cH:24][cH:25][cH:26][cH:27][cH:28]1>>[CH2:1]([CH2:2][CH2:3][CH3:4])[O:5][C:6](=[O:7])[c:8]1[n:9][cH:10][c:11]2[cH:12][c:13]([NH:19][C:21](=[O:20])[NH:22][c:23]3[cH:24][cH:25][cH:26][cH:27][cH:28]3)[cH:14][cH:15][c:16]2[c:17]1[OH:18]. The reactants are Brc1ccc2[nH]ccc2c1, OCCBr, C1CCOC1, C=C(C)OC, [H-], [Na+], CN(C)C=O. Product: OCCn1ccc2cc(Br)ccc21. Reaction SMILES: [Br:10][c:11]1[cH:12][c:13]2[cH:14][cH:15][nH:16][c:17]2[cH:18][cH:19]1.[Br:1][CH2:2][CH2:3][OH:4].[CH2:22]1[O:23][CH2:24][CH2:25][CH2:26]1.[CH3:5][O:6][C:7]([CH3:8])=[CH2:9].[H-:21].[Na+:20].[O:27]=[CH:28][N:29]([CH3:30])[CH3:31]>>[CH2:2]([CH2:3][OH:4])[n:16]1[cH:15][cH:14][c:13]2[cH:12][c:11]([Br:10])[cH:19][cH:18][c:17]21.